This data is from the Open Reaction Database (ORD), a public repository of structured organic reaction records. The task is: describe an organic reaction: reactants, conditions, products, and yield Product: CC1CN(CCC2C(=O)N(C)CCN2C)c2ccccc21. The reactants are O=C([O-])O, CC1CNc2ccccc21, Cc1ccccc1, CN1CCN(C)C(CCCl)C1=O, [Na+]. Reaction SMILES: [C:23](=[O:24])([OH:25])[O-:26].[CH3:1][CH:2]1[CH2:3][NH:4][c:5]2[cH:6][cH:7][cH:8][cH:9][c:10]21.[CH3:28][c:29]1[cH:30][cH:31][cH:32][cH:33][cH:34]1.[Cl:11][CH2:12][CH2:13][CH:14]1[C:15](=[O:22])[N:16]([CH3:21])[CH2:17][CH2:18][N:19]1[CH3:20].[Na+:27]>>[CH3:1][CH:2]1[CH2:3][N:4]([CH2:12][CH2:13][CH:14]2[C:15](=[O:22])[N:16]([CH3:21])[CH2:17][CH2:18][N:19]2[CH3:20])[c:5]2[cH:6][cH:7][cH:8][cH:9][c:10]21.